Dataset: the Open Reaction Database (ORD), a public repository of structured organic reaction records. Task: describe an organic reaction: reactants, conditions, products, and yield Starting materials: CC(CCCC(C)C)C1CCC2C3CC=C4CC(CCC4(C3CCC12C)C)OC(NCCCCCC(=O)N1CC(C(C1)O)C(OC(C1=CC=C(C=C1)OC)C1=CC=C(C=C1)OC)C1=CC=CC=C1)=O ((6-{3-[Bis-(4-methoxy-phenyl)-phenyl-methoxymethyl]-4-hydroxy-pyrrolidin-1-yl}-6-oxo-hexyl)-carbamic acid 17-(1,5-dimethyl-hexyl)-10,13-dimethyl-2,3,4,7,8,9,10,11,12,13,14,15,16,17-tetradecahydro-1H-cyclopenta[a]phenanthren-3-yl ester), C(C)(=O)OCC (ethyl acetate), C1(=CC=CC=C1)C (toluene), N,N-tetraisopropylammonium tetrazolide, C(#N)CCOP(N(C(C)C)C(C)C)N(C(C)C)C(C)C (2-cyanoethyl-N,N,N′,N′-tetraisopropylphosphorodiamidite). The solvent is CCCCCC (hexane), C(C)#N.ClCCl (acetonitrile dichloromethane). Reaction conditions: time 8 hour. Yields the product N1CCCC1.P(O)(N)O[C@@H]1CC2=CC[C@H]3[C@@H]4CC[C@H]([C@@H](CCCC(C)C)C)[C@]4(CC[C@@H]3[C@]2(CC1)C)C (Pyrrolidine Cholesterol Phosphoramidite). Isolated yield 84.0%. RXN SMILES: [CH3:1][CH:2]([CH:9]1[C:25]2([CH3:26])[CH:12]([CH:13]3[CH:22]([CH2:23][CH2:24]2)[C:21]2(C)[C:16]([CH2:17]C(OC(=O)NCCCCCC([N:38]4[CH2:42][CH:41](O)[CH:40](C(C5C=CC=CC=5)OC(C5C=CC(OC)=CC=5)C5C=CC(OC)=CC=5)[CH2:39]4)=O)C[CH2:20]2)=[CH:15][CH2:14]3)[CH2:11][CH2:10]1)[CH2:3][CH2:4][CH2:5][CH:6]([CH3:8])[CH3:7].C1(C)C=CC=CC=1.[C:77]([CH2:79][CH2:80][O:81][P:82]([N:90](C(C)C)C(C)C)N(C(C)C)C(C)C)#N.C(OCC)(=[O:99])C>C(#N)C.ClCCl.CCCCCC>[NH:38]1[CH2:42][CH2:41][CH2:40][CH2:39]1.[P:82]([O:81][C@H:80]1[CH2:79][CH2:77][C@@:21]2([CH3:20])[C:16](=[CH:15][CH2:14][C@@H:13]3[C@@H:22]2[CH2:23][CH2:24][C@@:25]2([CH3:26])[C@H:12]3[CH2:11][CH2:10][C@@H:9]2[C@H:2]([CH3:1])[CH2:3][CH2:4][CH2:5][CH:6]([CH3:8])[CH3:7])[CH2:17]1)([NH2:90])[OH:99] |f:4.5,7.8|. Procedure details: Compound 66 (0.15 g, 0.158 mmol) was coevaporated with toluene (5 mL). To the residue N,N-tetraisopropylammonium tetrazolide (0.0089 g, 0.079 mmol) was added and the mixture was dried over P2O5 in a vacuum oven for overnight at 40° C. The reaction mixture was dissolved in the mixture of anhydrous acetonitrile/dichloromethane (2;1, 1 mL) and 2-cyanoethyl-N,N,N′,N′-tetraisopropylphosphorodiamidite (0.0714 g, 0.0781 mL, 0.237 mmol) was added. The reaction mixture was stirred at ambient temperature ...